From a dataset of the Open Reaction Database (ORD), a public repository of structured organic reaction records. describe an organic reaction: reactants, conditions, products, and yield The reactants are COC=1C=C(C=CC1)CCC=O (3-(3-methoxyphenyl)propionaldehyde), Cl.N(N)C1=CC=NC=C1 (4-hydrazinopyridine hydrochloride), S(=O)(=O)([O-])[O-].[Mg+2] (magnesium sulfate). Solvent: C(C)O (ethanol). Run at time 45 minute. The product is Cl.COC=1C=C(C=CC1)CCC=NNC1=CC=NC=C1 (N-[3-(3-Methoxyphenyl)propylidene]-N'-(4-pyridinyl)hydrazine hydrochloride). Yield: 61.0%. Reaction SMILES: [CH3:1][O:2][C:3]1[CH:4]=[C:5]([CH2:9][CH2:10][CH:11]=O)[CH:6]=[CH:7][CH:8]=1.[ClH:13].[NH:14]([C:16]1[CH:21]=[CH:20][N:19]=[CH:18][CH:17]=1)[NH2:15].S([O-])([O-])(=O)=O.[Mg+2]>C(O)C>[ClH:13].[CH3:1][O:2][C:3]1[CH:4]=[C:5]([CH2:9][CH2:10][CH:11]=[N:15][NH:14][C:16]2[CH:21]=[CH:20][N:19]=[CH:18][CH:17]=2)[CH:6]=[CH:7][CH:8]=1 |f:1.2,3.4,6.7|. Procedure details: A slurry of 3-(3-methoxyphenyl)propionaldehyde (6.46 g), 4-hydrazinopyridine hydrochloride (6.30 g) and magnesium sulfate (5 g) in ethanol (75 ml) was heated under reflux, under nitrogen, with stirring, for 45 mins. The reaction mixture was filtered, the filter cake was washed with ethyl acetate, and the filtrate was concentrated in vacuo. The residue was triturated with ethyl acetate to give 7 g (61%) of product, mp 155-156° C. The reactants are CC(C)(NC(=O)c1cccc(-c2cnc3oc(-c4ccc(F)cc4)c(Br)c3c2)c1)c1ccccc1, O=C([O-])[O-], CB1OB(C)OB(C)O1, [Na+], [Na+], CN(C)C=O, O, c1ccc(P(c2ccccc2)(c2ccccc2)[Pd](P(c2ccccc2)(c2ccccc2)c2ccccc2)(P(c2ccccc2)(c2ccccc2)c2ccccc2)P(c2ccccc2)(c2ccccc2)c2ccccc2)cc1. Yields the product Cc1c(-c2ccc(F)cc2)oc2ncc(-c3cccc(C(=O)NC(C)(C)c4ccccc4)c3)cc12. Reaction SMILES: [Br:1][c:2]1[c:3](-[c:29]2[cH:30][cH:31][c:32]([F:35])[cH:33][cH:34]2)[o:4][c:5]2[n:6][cH:7][c:8](-[c:11]3[cH:12][c:13]([C:14](=[O:15])[NH:16][C:17]([CH3:18])([CH3:19])[c:20]4[cH:21][cH:22][cH:23][cH:24][cH:25]4)[cH:26][cH:27][cH:28]3)[cH:9][c:10]12.[C:45](=[O:46])([O-:47])[O-:48].[CH3:36][B:37]1[O:38][B:39]([CH3:40])[O:41][B:42]([CH3:43])[O:44]1.[Na+:49].[Na+:50].[O:51]=[CH:52][N:53]([CH3:54])[CH3:55].[OH2:56].[cH:57]1[cH:58][cH:59][c:60]([P:61]([Pd:62]([P:63]([c:64]2[cH:65][cH:66][cH:67][cH:68][cH:69]2)([c:70]2[cH:71][cH:72][cH:73][cH:74][cH:75]2)[c:76]2[cH:77][cH:78][cH:79][cH:80][cH:81]2)([P:82]([c:83]2[cH:84][cH:85][cH:86][cH:87][cH:88]2)([c:89]2[cH:90][cH:91][cH:92][cH:93][cH:94]2)[c:95]2[cH:96][cH:97][cH:98][cH:99][cH:100]2)[P:101]([c:102]2[cH:103][cH:104][cH:105][cH:106][cH:107]2)([c:108]2[cH:109][cH:110][cH:111][cH:112][cH:113]2)[c:114]2[cH:115][cH:116][cH:117][cH:118][cH:119]2)([c:120]2[cH:121][cH:122][cH:123][cH:124][cH:125]2)[c:126]2[cH:127][cH:128][cH:129][cH:130][cH:131]2)[cH:132][cH:133]1>>[c:2]1([CH3:36])[c:3](-[c:29]2[cH:30][cH:31][c:32]([F:35])[cH:33][cH:34]2)[o:4][c:5]2[n:6][cH:7][c:8](-[c:11]3[cH:12][c:13]([C:14](=[O:15])[NH:16][C:17]([CH3:18])([CH3:19])[c:20]4[cH:21][cH:22][cH:23][cH:24][cH:25]4)[cH:26][cH:27][cH:28]3)[cH:9][c:10]12. Starting materials: C(C)(C)(C)C1=CC(=C(C=C1)C=1N([C@]([C@](N1)(C)C1=CC=C(C=C1)Cl)(C)C1=CC=C(C=C1)Cl)C(=O)Cl)OCC ((4S,5R)-2-(4-tert-butyl-2-ethoxy-phenyl)-4,5-bis-(4-chloro-phenyl)-4,5-dimethyl-4,5-dihydro-imidazole-1-carbonyl chloride), Cl.Cl.N1(CCNCC1)CC(=O)N (2-piperazin-1-yl-acetamide dihydrochloride). The product is C(C)(C)(C)C1=CC(=C(C=C1)C=1N([C@]([C@](N1)(C)C1=CC=C(C=C1)Cl)(C)C1=CC=C(C=C1)Cl)C(=O)N1CCN(CC1)CC(=O)N)OCC (2-{4-[(4S,5R)-2-(4-tert-Butyl-2-ethoxy-phenyl)-4,5-bis-(4-chloro-phenyl)-4,5-dimethyl-4,5-dihydro-imidazole-1-carbonyl]-piperazin-1-yl}-acetamide). As a reaction SMILES: [C:1]([C:5]1[CH:10]=[CH:9][C:8]([C:11]2[N:12]([C:32](Cl)=[O:33])[C@@:13]([C:25]3[CH:30]=[CH:29][C:28]([Cl:31])=[CH:27][CH:26]=3)([CH3:24])[C@@:14]([C:17]3[CH:22]=[CH:21][C:20]([Cl:23])=[CH:19][CH:18]=3)([CH3:16])[N:15]=2)=[C:7]([O:35][CH2:36][CH3:37])[CH:6]=1)([CH3:4])([CH3:3])[CH3:2].Cl.Cl.[N:40]1([CH2:46][C:47]([NH2:49])=[O:48])[CH2:45][CH2:44][NH:43][CH2:42][CH2:41]1>>[C:1]([C:5]1[CH:10]=[CH:9][C:8]([C:11]2[N:12]([C:32]([N:43]3[CH2:44][CH2:45][N:40]([CH2:46][C:47]([NH2:49])=[O:48])[CH2:41][CH2:42]3)=[O:33])[C@@:13]([C:25]3[CH:30]=[CH:29][C:28]([Cl:31])=[CH:27][CH:26]=3)([CH3:24])[C@@:14]([C:17]3[CH:22]=[CH:21][C:20]([Cl:23])=[CH:19][CH:18]=3)([CH3:16])[N:15]=2)=[C:7]([O:35][CH2:36][CH3:37])[CH:6]=1)([CH3:3])([CH3:2])[CH3:4] |f:1.2.3|. Reported procedure: In a manner analogous to the method described in example 5, (4S,5R)-2-(4-tert-butyl-2-ethoxy-phenyl)-4,5-bis-(4-chloro-phenyl)-4,5-dimethyl-4,5-dihydro-imidazole-1-carbonyl chloride (example 4) was reacted with 2-piperazin-1-yl-acetamide dihydrochloride (Matrix Scientific) to give the title compound. HR-MS (ES, m/z) calculated for C36H44N5O3Cl2 [(M+H)+] 664.2816, observed 664.2810. Starting materials: CO (methanol), C(C)S(=O)(=O)N1N=C(C=C1)[N+](=O)[O-] (Ethanesulfonyl-3-nitro-1H-pyrazole), [H][H] (hydrogen). Reagents/catalysts: [Pd] (Palladium). Run in C(C)(=O)OCC (ethyl acetate). Reaction conditions: temperature 25 celsius, time 16 hour. Yields the product C(C)S(=O)(=O)N1N=C(C=C1)N (1-ethanesulfonyl-1H-pyrazol-3-ylamine). Isolated yield 73.9%. As a reaction SMILES: [CH2:1]([S:3]([N:6]1[CH:10]=[CH:9][C:8]([N+:11]([O-])=O)=[N:7]1)(=[O:5])=[O:4])[CH3:2].CO.[H][H]>C(OCC)(=O)C.[Pd]>[CH2:1]([S:3]([N:6]1[CH:10]=[CH:9][C:8]([NH2:11])=[N:7]1)(=[O:5])=[O:4])[CH3:2]. Reported procedure: Ethanesulfonyl-3-nitro-1H-pyrazole (139 mg, 0.68 mmol) was dissolved in ethyl acetate (3 mL) and methanol (3 mL) was added. Palladium, 10 wt. % on carbon, wet (˜50 mg) was added to the mixture. The vial was charged with hydrogen gas (via balloon) and the mixture was stirred for 16 h at 25° C. The mixture was passed through a plug of celite and concentrated in vacuo followed by purification by flash column chromatography (Merck silica gel 60, 40-63 μm; 25% ethyl acetate/hexanes to 90% ethyl aceta... The reactants are O1CC1CC (1,2-epoxybutane), C1(CCCCC1)N (cyclohexylamine). The solvent is CO (methanol). The product is OC(CNC1CCCCC1)CC (N-(2-hydroxybutyl)-N-cyclohexylamine). Isolated yield 61.3%. RXN SMILES: [O:1]1[CH:3]([CH2:4][CH3:5])[CH2:2]1.[CH:6]1([NH2:12])[CH2:11][CH2:10][CH2:9][CH2:8][CH2:7]1>CO>[OH:1][CH:3]([CH2:4][CH3:5])[CH2:2][NH:12][CH:6]1[CH2:11][CH2:10][CH2:9][CH2:8][CH2:7]1. Procedure details: To methanol (200 ml) are added 1,2-epoxybutane (72.2 g) and cyclohexylamine (99.2 g), and the mixture is refluxed for 6 hours. The mixture is concentrated under reduced pressure to remove the solvent to give N-(2-hydroxybutyl)-N-cyclohexylamine (105 g) as a colorless oil.